Dataset: the Open Reaction Database (ORD), a public repository of structured organic reaction records. Task: describe an organic reaction: reactants, conditions, products, and yield The reactants are FC(OC1=CC=C(C=C1)N1C(C2(CC1)CCNCC2)=O)(F)F (2-(4-trifluoromethoxy-phenyl)-2,8-diaza-spiro[4.5]decan-1-one), O=C(OC(Cl)(Cl)Cl)Cl (diphosgene), N1CCCC2=CC=CC=C12 (1,2,3,4-tetrahydro-quinoline). Product: N1(CCCC2=CC=CC=C12)C(=O)N1CCC2(CCN(C2=O)C2=CC=C(C=C2)OC(F)(F)F)CC1 (8-(3,4-Dihydro-2H-quinoline-1-carbonyl)-2-(4-trifluoromethoxy-phenyl)-2,8-diaza-spiro[4.5]decan-1-one). Reaction SMILES: [F:1][C:2]([F:22])([F:21])[O:3][C:4]1[CH:9]=[CH:8][C:7]([N:10]2[CH2:14][CH2:13][C:12]3([CH2:19][CH2:18][NH:17][CH2:16][CH2:15]3)[C:11]2=[O:20])=[CH:6][CH:5]=1.O=C(Cl)[O:25][C:26](Cl)(Cl)Cl.[NH:31]1[C:40]2[C:35](=[CH:36][CH:37]=[CH:38][CH:39]=2)[CH2:34][CH2:33][CH2:32]1>>[N:31]1([C:26]([N:17]2[CH2:16][CH2:15][C:12]3([C:11](=[O:20])[N:10]([C:7]4[CH:8]=[CH:9][C:4]([O:3][C:2]([F:1])([F:21])[F:22])=[CH:5][CH:6]=4)[CH2:14][CH2:13]3)[CH2:19][CH2:18]2)=[O:25])[C:40]2[C:35](=[CH:36][CH:37]=[CH:38][CH:39]=2)[CH2:34][CH2:33][CH2:32]1. Procedure: This material was prepared in analogy to example 251 step B) from 2-(4-trifluoromethoxy-phenyl)-2,8-diaza-spiro[4.5]decan-1-one, diphosgene and 1,2,3,4-tetrahydro-quinoline. MS (ESI): 474.4 (MH+). Reactants: [BH4-], CC(=O)O, CO, NC(=O)CC(NC(=O)CNC(=O)COc1ccc(C2C(SCC(=O)c3ccc(F)cc3)C(=O)N2c2ccc(F)cc2)cc1)C(=O)O, [Na+]. Yields the product NC(=O)CC(NC(=O)CNC(=O)COc1ccc(C2C(SCC(O)c3ccc(F)cc3)C(=O)N2c2ccc(F)cc2)cc1)C(=O)O. Reaction SMILES: [BH4-:47].[CH3:49][C:50](=[O:51])[OH:52].[CH3:53][OH:54].[F:1][c:2]1[cH:3][cH:4][c:5]([N:8]2[CH:9]([c:24]3[cH:25][cH:26][c:27]([O:28][CH2:29][C:30](=[O:31])[NH:32][CH2:33][C:34](=[O:35])[NH:36][CH:37]([CH2:38][C:39]([NH2:40])=[O:41])[C:42](=[O:43])[OH:44])[cH:45][cH:46]3)[CH:10]([S:13][CH2:14][C:15](=[O:16])[c:17]3[cH:18][cH:19][c:20]([F:23])[cH:21][cH:22]3)[C:11]2=[O:12])[cH:6][cH:7]1.[Na+:48]>>[F:1][c:2]1[cH:3][cH:4][c:5]([N:8]2[CH:9]([c:24]3[cH:25][cH:26][c:27]([O:28][CH2:29][C:30](=[O:31])[NH:32][CH2:33][C:34](=[O:35])[NH:36][CH:37]([CH2:38][C:39]([NH2:40])=[O:41])[C:42](=[O:43])[OH:44])[cH:45][cH:46]3)[CH:10]([S:13][CH2:14][CH:15]([OH:16])[c:17]3[cH:18][cH:19][c:20]([F:23])[cH:21][cH:22]3)[C:11]2=[O:12])[cH:6][cH:7]1. Starting materials: C1C(CC2=CC=CC=C12)C(=O)OC (methyl indane-2-carboxylate), CC(=O)C (acetone), C(C)(C)[N-]C(C)C.[Li+] (lithiumdiisopropylamide), C(CCC)[Li] (n-butyllithium), C(C)(C)NC(C)C (diisopropylamine), ice water. Solvent: C1CCOC1 (THF), C1CCOC1 (THF), C1CCOC1 (THF). Reaction conditions: temperature -50 celsius, time 30 minute. Product: OC(C)(C)C1(CC2=CC=CC=C2C1)C(=O)OC (2-(1-hydroxy-1-methylethyl)-2-methoxycarbonylindane). As a reaction SMILES: C([N-]C(C)C)(C)C.[Li+].C([Li])CCC.C(NC(C)C)(C)C.[CH2:21]1[C:29]2[C:24](=[CH:25][CH:26]=[CH:27][CH:28]=2)[CH2:23][CH:22]1[C:30]([O:32][CH3:33])=[O:31].[CH3:34][C:35]([CH3:37])=[O:36]>C1COCC1>[OH:36][C:35]([C:22]1([C:30]([O:32][CH3:33])=[O:31])[CH2:21][C:29]2[C:24](=[CH:25][CH:26]=[CH:27][CH:28]=2)[CH2:23]1)([CH3:37])[CH3:34] |f:0.1|. Procedure: To a dried THF solution of lithiumdiisopropylamide prepared from 107.3 ml (0.149 mole) of n-butyllithium and 15.81 g (0.156 mole) of diisopropylamine, was added dropwise at -50° C. a solution of 25.0 g (0.142 mole) of methyl indane-2-carboxylate in 50 ml of dried THF over a period of 10 minutes. To the resulting mixture, which had been stirred for 30 minutes at -50° C., was added dropwise over a period of 10 minutes a solution of 9.88 g (0.17 mole) of dried acetone in 10 ml of dried THF. After t... Reactants: BrC=1N=C(NC1)C1=C(C=C(C=C1Cl)C(F)(F)F)Cl (4-bromo-2-(2,6-dichloro-4-trifluoromethylphenyl)-imidazole), [N+](=O)(O)[O-] (nitric acid), S(O)(O)(=O)=O (sulphuric acid). Run in O (water). Run at temperature 70 celsius. Yields the product BrC=1N=C(NC1[N+](=O)[O-])C1=C(C=C(C=C1Cl)C(F)(F)F)Cl (4-bromo-2-(2,6-dichloro-4-trifluoromethylphenyl)-5-nitro-imidazole). Reaction SMILES: [Br:1][C:2]1[N:3]=[C:4]([C:7]2[C:12]([Cl:13])=[CH:11][C:10]([C:14]([F:17])([F:16])[F:15])=[CH:9][C:8]=2[Cl:18])[NH:5][CH:6]=1.[N+:19]([O-])([OH:21])=[O:20].S(=O)(=O)(O)O>O>[Br:1][C:2]1[N:3]=[C:4]([C:7]2[C:12]([Cl:13])=[CH:11][C:10]([C:14]([F:15])([F:16])[F:17])=[CH:9][C:8]=2[Cl:18])[NH:5][C:6]=1[N+:19]([O-:21])=[O:20]. Reported procedure: A mixture of 4-bromo-2-(2,6-dichloro-4-trifluoromethylphenyl)-imidazole (0.9 g, 0.025 mol), nitric acid (70% w /w, 1 ml) and sulphuric acid (98% w /w, 1 ml) was stirred and heated at 70° C. for 7.5 hours. After cooling it was added to a mixture of ice and water (50 ml). The precipitated solid was filtered off and purified by mplc on silica eluted with a mixture of ethyl acetate and petroleum spirit (b.p. 60°-80° C.) (1:5) to give 4-bromo-2-(2,6-dichloro-4-trifluoromethylphenyl)-5-nitro-imidazole...